This data is from the Open Reaction Database (ORD), a public repository of structured organic reaction records. The task is: describe an organic reaction: reactants, conditions, products, and yield Reactants: C(C)(=O)O (acetic acid), [Na] (sodium), C(C1=CC=CC=C1)(=O)O[C@H](C)[C@H]1C(N([C@@H]1SC)C(=C(C)C)C(=O)OC)=O ((3S, 4R)-3-[(R)-1-benzoyloxyethyl]-1-(1-methoxycarbonyl-2-methylprop-1-enyl)-4-methylthioazetidin-2-one). Solvent: CO (methanol), CO (methanol), C(C)(=O)OCC (ethyl acetate). Conditions: time 5 hour. Product: O[C@H](C)[C@H]1C(N([C@@H]1SC)C(=C(C)C)C(=O)OC)=O ((3S,4R)-3-[(R)-1-Hydroxyethyl]-1-(1-methoxycarbonyl-2-methylprop-1-enyl)-4-methylthioazetidin-2-one). Yield: 76.2%. Reaction SMILES: C([O:9][C@@H:10]([C@@H:12]1[C@@H:15]([S:16][CH3:17])[N:14]([C:18]([C:22]([O:24][CH3:25])=[O:23])=[C:19]([CH3:21])[CH3:20])[C:13]1=[O:26])[CH3:11])(=O)C1C=CC=CC=1.[Na].C(O)(=O)C>CO.C(OCC)(=O)C>[OH:9][C@@H:10]([C@@H:12]1[C@@H:15]([S:16][CH3:17])[N:14]([C:18]([C:22]([O:24][CH3:25])=[O:23])=[C:19]([CH3:20])[CH3:21])[C:13]1=[O:26])[CH3:11] |^1:26|. Reported procedure: 91 mg (0.24 mmole) of (3S, 4R)-3-[(R)-1-benzoyloxyethyl]-1-(1-methoxycarbonyl-2-methylprop-1-enyl)-4-methylthioazetidin-2-one were dissolved in 1 ml of methanol. To the resulting solution was added a solution of 7.17 mg (0.31 mmole) of sodium in 0.65 ml of methanol at 0° C., and then the mixture was stirred at room temperature (18°-20° C.) for 5 hours. After completion of the reaction, the mixture was made slightly acidic by the addition of acetic acid, diluted with 20 ml of ethyl acetate and wa... The reactants are C(#N)C=1C(=C(SC1N1CCOCC1)C(=O)OCC)C(CCN(C)C)C1=CC(=C(C=C1)Cl)Cl (ethyl 4-cyano-3-[1-(3,4-dichlorophenyl)-3-(dimethylamino)propyl]-5-(morpholin-4-yl)thiophene-2-carboxylate), [OH-].[Na+] (sodium hydroxide), Cl (hydrochloric acid). The solvent is CO (methanol), O (water), O (water), O (water). Conditions: time 2 day. Yields the product C(#N)C=1C(=C(SC1N1CCOCC1)C(=O)O)C(CCN(C)C)C1=CC(=C(C=C1)Cl)Cl (4-cyano-3-[1-(3,4-dichlorophenyl)-3-(dimethylamino)propyl]-5-(morpholin-4-yl)thiophene-2-carboxylic acid). The yield is 95.0%. RXN SMILES: [C:1]([C:3]1[C:4]([CH:19]([C:25]2[CH:30]=[CH:29][C:28]([Cl:31])=[C:27]([Cl:32])[CH:26]=2)[CH2:20][CH2:21][N:22]([CH3:24])[CH3:23])=[C:5]([C:14]([O:16]CC)=[O:15])[S:6][C:7]=1[N:8]1[CH2:13][CH2:12][O:11][CH2:10][CH2:9]1)#[N:2].[OH-].[Na+].Cl>CO.O>[C:1]([C:3]1[C:4]([CH:19]([C:25]2[CH:30]=[CH:29][C:28]([Cl:31])=[C:27]([Cl:32])[CH:26]=2)[CH2:20][CH2:21][N:22]([CH3:24])[CH3:23])=[C:5]([C:14]([OH:16])=[O:15])[S:6][C:7]=1[N:8]1[CH2:9][CH2:10][O:11][CH2:12][CH2:13]1)#[N:2] |f:1.2|. Procedure: To a solution of ethyl 4-cyano-3-[1-(3,4-dichlorophenyl)-3-(dimethylamino)propyl]-5-(morpholin-4-yl)thiophene-2-carboxylate (29.0 mg, 0.0584 mmol) in methanol (0.500 mL) was added 1.030 M of sodium hydroxide in water (284 uL, 0.284 mmol). The reaction was stirred at rt over 2 days. The mixture was neutralized with 1.00 M of hydrochloric acid in water (0.292 mL), diluted with 5 mL of water and extracted with 10% MeOH/CHCl3 (×5). The combined organic layer was dried and concentrated, and the resul...